Dataset: the Open Reaction Database (ORD), a public repository of structured organic reaction records. Task: describe an organic reaction: reactants, conditions, products, and yield The reactants are BrC1=CC(=C(C=C1)C1CCCC1)C(F)(F)F (4-bromo-1-cyclopentyl-2-(trifluoromethyl)benzene), CN(C)C=O (DMF), dry ice IPA, [Li]CCCC (BuLi). Solvent: C1CCOC1 (THF). Reaction conditions: time 30 minute. Yields the product C1(CCCC1)C1=C(C=C(C=O)C=C1)C(F)(F)F (4-Cyclopentyl-3-(trifluoromethyl)benzaldehyde). Yield: 39.0%. RXN SMILES: Br[C:2]1[CH:7]=[CH:6][C:5]([CH:8]2[CH2:12][CH2:11][CH2:10][CH2:9]2)=[C:4]([C:13]([F:16])([F:15])[F:14])[CH:3]=1.[Li]CCCC.CN([CH:25]=[O:26])C>C1COCC1>[CH:8]1([C:5]2[CH:6]=[CH:7][C:2]([CH:25]=[O:26])=[CH:3][C:4]=2[C:13]([F:16])([F:15])[F:14])[CH2:12][CH2:11][CH2:10][CH2:9]1. Procedure details: In a 15 mL round-bottomed flask were placed 4-bromo-1-cyclopentyl-2-(trifluoromethyl)benzene (0.186 g, 0.635 mmol) and anhydrous THF (1.86 mL) under argon atmosphere. The solution was stirred well and cooled to −78° C. (dry ice IPA bath). BuLi (2.5 M in hexanes, 0.281 mL, 0.703 mmol) was added in drops (slowly) and the reaction mixture was stirred at low temperature for 25 min. Anhydrous DMF (0.1 mL, 0.766 mmol) was added in drops at −78° C. (slowly). The mixture was stirred at −78° C. for 20 mi... Starting materials: CCN(C(C)C)C(C)C, O=C(O)c1cc(Cc2n[nH]c(=O)c3ccccc23)ccc1F, C1CC(OCCN2CCOCC2)CCN1, CN(C)C=O. Yields the product O=C(c1cc(Cc2n[nH]c(=O)c3ccccc23)ccc1F)N1CCC(OCCN2CCOCC2)CC1. RXN SMILES: [CH:38]([N:39]([CH2:40][CH3:41])[CH:42]([CH3:43])[CH3:44])([CH3:45])[CH3:46].[F:1][c:2]1[c:3]([C:4](=[O:5])[OH:6])[cH:7][c:8]([CH2:11][c:12]2[n:13][nH:14][c:15](=[O:22])[c:16]3[cH:17][cH:18][cH:19][cH:20][c:21]23)[cH:9][cH:10]1.[NH:23]1[CH2:24][CH2:25][CH:26]([O:29][CH2:30][CH2:31][N:32]2[CH2:33][CH2:34][O:35][CH2:36][CH2:37]2)[CH2:27][CH2:28]1.[O:47]=[CH:48][N:49]([CH3:50])[CH3:51]>>[F:1][c:2]1[c:3]([C:4](=[O:6])[N:23]2[CH2:24][CH2:25][CH:26]([O:29][CH2:30][CH2:31][N:32]3[CH2:33][CH2:34][O:35][CH2:36][CH2:37]3)[CH2:27][CH2:28]2)[cH:7][c:8]([CH2:11][c:12]2[n:13][nH:14][c:15](=[O:22])[c:16]3[cH:17][cH:18][cH:19][cH:20][c:21]23)[cH:9][cH:10]1. Product: S(=O)(=O)(C1=CC=CC=2C(N(C)C)=CC=CC12)NCCCCCCN (N-Dansyl-hexamethylenediamine). As a reaction SMILES: [NH2:1][CH2:2][CH2:3][CH2:4][CH2:5][CH2:6][CH2:7][NH2:8].[S:9](Cl)([C:12]1[C:24]2[CH:23]=[CH:22][CH:21]=[C:17]([N:18]([CH3:20])[CH3:19])[C:16]=2[CH:15]=[CH:14][CH:13]=1)(=[O:11])=[O:10]>CN(C)C=O>[S:9]([NH:1][CH2:2][CH2:3][CH2:4][CH2:5][CH2:6][CH2:7][NH2:8])([C:12]1[C:24]2[CH:23]=[CH:22][CH:21]=[C:17]([N:18]([CH3:20])[CH3:19])[C:16]=2[CH:15]=[CH:14][CH:13]=1)(=[O:11])=[O:10]. Run in CN(C=O)C (dimethylformamide), CN(C=O)C (dimethylformamide). Reported procedure: Hexamethylenediamine (5.39 g, 45.9 mmol) was combined with dimethylformamide (15 ml), and a solution of dansyl chloride (2.40 g, 8.7 mmol) in dimethylformamide (10 ml) was dropwise added thereto, followed by stirring at room temperature for 4 hours. Insoluble materials were removed by filtration, and the filtrate was stirred at room temperature overnight. After concentration, water and ethyl acetate were added to thereto, and 1 N hydrochloric acid was added thereto to adjust the aqueous layer to... Reaction conditions: time 4 hour. The reactants are NCCCCCCN (Hexamethylenediamine), S(=O)(=O)(C1=CC=CC=2C(N(C)C)=CC=CC12)Cl (dansyl chloride). Yield: 34.2%. Starting materials: CC(C)S(=O)(=O)n1c(Cl)nc2ccc(C(=O)C(O[Si](C)(C)C(C)(C)C)c3ccccc3)cc21, CCN, C1CCOC1. Yields the product CCNc1nc2ccc(C(=O)C(O[Si](C)(C)C(C)(C)C)c3ccccc3)cc2n1S(=O)(=O)C(C)C. As a reaction SMILES: [C:1]([CH3:2])([CH3:3])([CH3:4])[Si:5]([O:6][CH:7]([C:8](=[O:9])[c:10]1[cH:11][c:12]2[c:13]([n:14][c:15]([Cl:23])[n:16]2[S:17](=[O:18])(=[O:19])[CH:20]([CH3:21])[CH3:22])[cH:24][cH:25]1)[c:26]1[cH:27][cH:28][cH:29][cH:30][cH:31]1)([CH3:32])[CH3:33].[CH2:34]([CH3:35])[NH2:36].[CH2:37]1[O:38][CH2:39][CH2:40][CH2:41]1>>[C:1]([CH3:2])([CH3:3])([CH3:4])[Si:5]([O:6][CH:7]([C:8](=[O:9])[c:10]1[cH:11][c:12]2[c:13]([n:14][c:15]([NH:36][CH2:34][CH3:35])[n:16]2[S:17](=[O:18])(=[O:19])[CH:20]([CH3:21])[CH3:22])[cH:24][cH:25]1)[c:26]1[cH:27][cH:28][cH:29][cH:30][cH:31]1)([CH3:32])[CH3:33]. Reactants: C(C)(C)(C)NC(=O)C1=CN(C=2C1=NC(=CN2)C2=C1C=NN(C1=CC=C2)C)C(C2=CC=CC=C2)(C2=CC=CC=C2)C2=CC=CC=C2 (N-tert-butyl-2-(1-methyl-1H-indazol-4-yl)-5-trityl-5H-pyrrolo[3,2-b]pyrazine-7-carboxamide), Cl (HCl). Run in O1CCOCC1 (dioxane). Conditions: time 4 hour. Yields the product Cl.C(C)(C)(C)NC(=O)C1=CNC=2C1=NC(=CN2)C2=C1C=NN(C1=CC=C2)C (N-tert-butyl-2-(1-methyl-1H-indazol-4-yl)-5H-pyrrolo[3,2-b]pyrazine-7-carboxamide hydrochloride). The yield is 38.0%. Reaction SMILES: [C:1]([NH:5][C:6]([C:8]1[C:12]2=[N:13][C:14]([C:17]3[CH:25]=[CH:24][CH:23]=[C:22]4[C:18]=3[CH:19]=[N:20][N:21]4[CH3:26])=[CH:15][N:16]=[C:11]2[N:10](C(C2C=CC=CC=2)(C2C=CC=CC=2)C2C=CC=CC=2)[CH:9]=1)=[O:7])([CH3:4])([CH3:3])[CH3:2].[ClH:46]>O1CCOCC1>[ClH:46].[C:1]([NH:5][C:6]([C:8]1[C:12]2=[N:13][C:14]([C:17]3[CH:25]=[CH:24][CH:23]=[C:22]4[C:18]=3[CH:19]=[N:20][N:21]4[CH3:26])=[CH:15][N:16]=[C:11]2[NH:10][CH:9]=1)=[O:7])([CH3:4])([CH3:3])[CH3:2] |f:3.4|. Procedure: To a stirred solution of N-tert-butyl-2-(1-methyl-1H-indazol-4-yl)-5-trityl-5H-pyrrolo[3,2-b]pyrazine-7-carboxamide (154 mg, 0.261 mmol) in dioxane (20 mL) was bubbled HCl gas until saturation and then stirred at room temperature for 4 hours. Reaction mixture was concentrated and the residue was triturated with methanol (1 mL) then decanted and dried to afford N-tert-butyl-2-(1-methyl-1H-indazol-4-yl)-5H-pyrrolo[3,2-b]pyrazine-7-carboxamide hydrochloride (38 mg, 38%) as a white solid. LCMS: (M+H... Starting materials: [Cl-].[NH3+]C=1C=C2NC(C(NC2=CC1Cl)=O)=O (6-ammonio-7-chloro-2,3(1H,4H)-quinoxalinedione chloride), C(=O)C1C(OC(C1)OC)OC (3-formyl-2,5-dimethoxytetrahydrofuran). The product is C(=O)C1=CN(C=C1)C=1C=C2NC(C(NC2=CC1Cl)=O)=O (6-(3-Formyl-1-pyrrolyl)-7-chloro-2,3(1H,4H)-quinoxalinedione). RXN SMILES: [Cl-].[NH3+:2][C:3]1[CH:4]=[C:5]2[C:10](=[CH:11][C:12]=1[Cl:13])[NH:9][C:8](=[O:14])[C:7](=[O:15])[NH:6]2.[CH:16]([CH:18]1[CH2:22][CH:21](OC)O[CH:19]1OC)=[O:17]>>[CH:16]([C:18]1[CH:22]=[CH:21][N:2]([C:3]2[CH:4]=[C:5]3[C:10](=[CH:11][C:12]=2[Cl:13])[NH:9][C:8](=[O:14])[C:7](=[O:15])[NH:6]3)[CH:19]=1)=[O:17] |f:0.1|. Procedure: 16.5 mmol of 6-ammonio-7-chloro-2,3(1H,4H)-quinoxalinedione chloride were reacted with 16.5 mmol of 3-formyl-2,5-dimethoxytetrahydrofuran by the method of Example 5d. The reactants are C1(CCCCC1)N1C(=NC2=C1C=CC(=C2)C(=O)O)C2=CC(=C(C=C2)N)N (1-Cyclohexyl-2-(3,4-diaminophenyl)-1H-benzimidazole-5-carboxylic acid), C1(=CC=CC=C1)C(=O)C(=O)C1=CC=CC=C1 (benzil). Product: C1(CCCCC1)N1C(=NC2=C1C=CC(=C2)C(=O)O)C=2C=C1N=C(C(=NC1=CC2)C2=CC=CC=C2)C2=CC=CC=C2 (1-Cyclohexyl-2-(2,3-diphenylquinoxalin-6-yl)-1H-benzimidazole-5-carboxylic acid). Reaction SMILES: [CH:1]1([N:7]2[C:11]3[CH:12]=[CH:13][C:14]([C:16]([OH:18])=[O:17])=[CH:15][C:10]=3[N:9]=[C:8]2[C:19]2[CH:24]=[CH:23][C:22]([NH2:25])=[C:21]([NH2:26])[CH:20]=2)[CH2:6][CH2:5][CH2:4][CH2:3][CH2:2]1.[C:27]1([C:33]([C:35]([C:37]2[CH:42]=[CH:41][CH:40]=[CH:39][CH:38]=2)=O)=O)[CH:32]=[CH:31][CH:30]=[CH:29][CH:28]=1>>[CH:1]1([N:7]2[C:11]3[CH:12]=[CH:13][C:14]([C:16]([OH:18])=[O:17])=[CH:15][C:10]=3[N:9]=[C:8]2[C:19]2[CH:20]=[C:21]3[C:22](=[CH:23][CH:24]=2)[N:25]=[C:35]([C:37]2[CH:42]=[CH:41][CH:40]=[CH:39][CH:38]=2)[C:33]([C:27]2[CH:32]=[CH:31][CH:30]=[CH:29][CH:28]=2)=[N:26]3)[CH2:6][CH2:5][CH2:4][CH2:3][CH2:2]1. Procedure details: A solution of 100 mg (0.29 mmol) of Compound 406b and 74 mg (0.35 mmol) of benzil was stirred at room temperature overnight. The solvent was evaporated and the residue was purified on preparative HPLC yielding 10 mg.